This data is from the Open Reaction Database (ORD), a public repository of structured organic reaction records. The task is: describe an organic reaction: reactants, conditions, products, and yield Starting materials: ClC1=C(OC(C(=O)OC(C)(C)C)(C)C)C=CC(=C1Cl)CCC(C=1SC=C(C1)C1=CC=C(C=C1)C(F)(F)F)=O (tert-butyl 2-(2,3-dichloro-4-(3-oxo-3-(4-(4-(trifluoromethyl)phenyl)thien-2-yl)propyl)phenoxy)-2-methylpropanoate), FC(C(=O)O)(F)F (trifluoroacetic acid). The product is ClC1=C(OC(C(=O)O)(C)C)C=CC(=C1Cl)CCC(C=1SC=C(C1)C1=CC=C(C=C1)C(F)(F)F)=O (2-(2,3-Dichloro-4-(3-oxo-3-(4-(4-(trifluoromethyl)phenyl)thien-2-yl)propyl)-phenoxy)-2-methylpropanoic acid). RXN SMILES: [Cl:1][C:2]1[C:18]([Cl:19])=[C:17]([CH2:20][CH2:21][C:22](=[O:38])[C:23]2[S:24][CH:25]=[C:26]([C:28]3[CH:33]=[CH:32][C:31]([C:34]([F:37])([F:36])[F:35])=[CH:30][CH:29]=3)[CH:27]=2)[CH:16]=[CH:15][C:3]=1[O:4][C:5]([CH3:14])([CH3:13])[C:6]([O:8]C(C)(C)C)=[O:7].FC(F)(F)C(O)=O>>[Cl:1][C:2]1[C:18]([Cl:19])=[C:17]([CH2:20][CH2:21][C:22](=[O:38])[C:23]2[S:24][CH:25]=[C:26]([C:28]3[CH:29]=[CH:30][C:31]([C:34]([F:35])([F:36])[F:37])=[CH:32][CH:33]=3)[CH:27]=2)[CH:16]=[CH:15][C:3]=1[O:4][C:5]([CH3:13])([CH3:14])[C:6]([OH:8])=[O:7]. Procedure: 2-(2,3-Dichloro-4-(3-oxo-3-(4-(4-(trifluoromethyl)phenyl)thien-2-yl)propyl)-phenoxy)-2-methylpropanoic acid is prepared from tert-butyl 2-(2,3-dichloro-4-(3-oxo-3-(4-(4-(trifluoromethyl)phenyl)thien-2-yl)propyl)phenoxy)-2-methylpropanoate according to general procedure E using 17 equivalents of trifluoroacetic acid. The reactants are O (water), ClC(C(=O)Cl)(C1=CC=CC=C1)C1=CC=CC=C1 (2-chloro-2,2-diphenylacetyl chloride), [OH-].[Na+] (sodium hydroxide), C(C)(C)N(C(C)C)CCN (diisopropylaminoethylamine). Solvent: C(Cl)Cl (methylene chloride). Reaction conditions: time 1 hour. Yields the product Cl.C(C)(C)N(CCNC(C(O)(C1=CC=CC=C1)C1=CC=CC=C1)=O)C(C)C (N-(2-diisopropylaminoethyl)-2,2-diphenyl-2-hydroxy-acetamide hydrochloride). As a reaction SMILES: [Cl:1][C:2]([C:12]1[CH:17]=[CH:16][CH:15]=[CH:14][CH:13]=1)([C:6]1[CH:11]=[CH:10][CH:9]=[CH:8][CH:7]=1)[C:3](Cl)=[O:4].[OH-:18].[Na+].[CH:20]([N:23]([CH2:27][CH2:28][NH2:29])[CH:24]([CH3:26])[CH3:25])([CH3:22])[CH3:21].O>C(Cl)Cl>[ClH:1].[CH:20]([N:23]([CH:24]([CH3:26])[CH3:25])[CH2:27][CH2:28][NH:29][C:3](=[O:4])[C:2]([C:12]1[CH:17]=[CH:16][CH:15]=[CH:14][CH:13]=1)([C:6]1[CH:11]=[CH:10][CH:9]=[CH:8][CH:7]=1)[OH:18])([CH3:22])[CH3:21] |f:1.2,6.7|. Procedure details: 10 g (38 mmole) of 2-chloro-2,2-diphenylacetyl chloride were slowly added to a chilled solution of 7.6 ml 5M sodium hydroxide (38 mmole) and 5.3 g (38 mmole) of diisopropylaminoethylamine in 50 ml of methylene chloride. The temperature was kept at 0° C. with good agitation. The mixture was stirred for 1 h. The water solution was discarded and the organic layer was washed with water and dried over anhydrous sodium sulfate. The solution was evaporated to dryness and the remaining oil solidified. T... Starting materials: ClC1=C(C=C2CCCC(C2=C1Cl)=O)OC (7,8-Dichloro-6-methoxy-1-tetralone), BrBr (bromine), ice water. The solvent is C(C)(=O)O (acetic acid), C(C)(=O)O (acetic acid). Product: BrC1C(C2=C(C(=C(C=C2CC1)OC)Cl)Cl)=O (2-Bromo-7,8-dichloro-6-methoxy-1-tetralone). RXN SMILES: [Cl:1][C:2]1[C:11]([Cl:12])=[C:10]2[C:5]([CH2:6][CH2:7][CH2:8][C:9]2=[O:13])=[CH:4][C:3]=1[O:14][CH3:15].[Br:16]Br>C(O)(=O)C>[Br:16][CH:8]1[CH2:7][CH2:6][C:5]2[C:10](=[C:11]([Cl:12])[C:2]([Cl:1])=[C:3]([O:14][CH3:15])[CH:4]=2)[C:9]1=[O:13]. Procedure details: 7,8-Dichloro-6-methoxy-1-tetralone (2.7 g, 0.011 mole) was suspended in acetic acid (45 ml) warmed slightly with stirring, and 0.57 ml of bromine in 5 ml of acetic acid was added over a 20 minute time period. The reaction mixture was stirred for 10 minutes, and then poured into 200 ml of stirred ice water. A white solid was filtered from the reaction mixture, dissolved in ether (75 ml), washed with brine, dried over MgSO4, evaporated in vacuo and directly used in the next step. Run in C(C)#N (acetonitrile). Reactants: C(C1=CC=CC=C1)O[C@H]1C(O)O[C@@H]([C@H]([C@@H]1OCC1=CC=CC=C1)OCC1=CC=CC=C1)COCC1=CC=CC=C1 (2,3,4,6-tetra-O-benzyl-D-glucopyranose), C([O-])([O-])=O.[Cs+].[Cs+] (cesium carbonate), ClC=1C=CC(=C(C1)[C@@]1(C(N(C2=CC(=CC=C12)C(F)(F)F)CCl)=O)F)OC ((S)-3-(5-Chloro-2-methoxy-phenyl)-1-chloromethyl-3-fluoro-6-trifluoromethyl-1,3-dihydro-indol-2-one), α. Yield: 71.0%. Conditions: time 8 hour. Reaction SMILES: [Cl:1][C:2]1[CH:3]=[CH:4][C:5]([O:25][CH3:26])=[C:6]([C@@:8]2([F:24])[C:16]3[C:11](=[CH:12][C:13]([C:17]([F:20])([F:19])[F:18])=[CH:14][CH:15]=3)[N:10]([CH2:21]Cl)[C:9]2=[O:23])[CH:7]=1.[CH2:27]([O:34][C@@H:35]1[C@@H:41]([O:42][CH2:43][C:44]2[CH:49]=[CH:48][CH:47]=[CH:46][CH:45]=2)[C@H:40]([O:50][CH2:51][C:52]2[CH:57]=[CH:56][CH:55]=[CH:54][CH:53]=2)[C@@H:39]([CH2:58][O:59][CH2:60][C:61]2[CH:66]=[CH:65][CH:64]=[CH:63][CH:62]=2)[O:38][CH:36]1[OH:37])[C:28]1[CH:33]=[CH:32][CH:31]=[CH:30][CH:29]=1.C(=O)([O-])[O-].[Cs+].[Cs+]>C(#N)C>[Cl:1][C:2]1[CH:3]=[CH:4][C:5]([O:25][CH3:26])=[C:6]([C@@:8]2([F:24])[C:16]3[C:11](=[CH:12][C:13]([C:17]([F:19])([F:18])[F:20])=[CH:14][CH:15]=3)[N:10]([CH2:21][O:37][CH:36]3[C@H:35]([O:34][CH2:27][C:28]4[CH:29]=[CH:30][CH:31]=[CH:32][CH:33]=4)[C@@H:41]([O:42][CH2:43][C:44]4[CH:49]=[CH:48][CH:47]=[CH:46][CH:45]=4)[C@@H:40]([O:50][CH2:51][C:52]4[CH:53]=[CH:54][CH:55]=[CH:56][CH:57]=4)[C@@H:39]([CH2:58][O:59][CH2:60][C:61]4[CH:62]=[CH:63][CH:64]=[CH:65][CH:66]=4)[O:38]3)[C:9]2=[O:23])[CH:7]=1 |f:2.3.4|. Yields the product ClC=1C=CC(=C(C1)[C@@]1(C(N(C2=CC(=CC=C12)C(F)(F)F)COC1O[C@@H]([C@@H]([C@@H]([C@H]1OCC1=CC=CC=C1)OCC1=CC=CC=C1)OCC1=CC=CC=C1)COCC1=CC=CC=C1)=O)F)OC (3-(S)-(5-Chloro-2-methoxy-phenyl)-3-fluoro-6-trifluoromethyl-1-(3-(R), 4-(S),5-(S)-tris-benzyloxy-6-(R) benzyloxymethyl-tetrahydro-pyran-2-yloxymethyl)-1,3-dihydro-indol-2-one). Procedure details: To a round bottom flask containing a solution of (S)-3-(5-Chloro-2-methoxy-phenyl)-1-chloromethyl-3-fluoro-6-trifluoromethyl-1,3-dihydro-indol-2-one (S)-IV) (0.486 g, 1.2 mmol) in anhydrous acetonitrile (9 mL) was added 2,3,4,6-tetra-O-benzyl-D-glucopyranose (V; 0.648 g, 1.2 mmol) and cesium carbonate (0.390 g, 1.2 mmol). The reaction mixture was allowed to stir at room temperature overnight. The solvent was then removed, and the crude product was purified via flash chromatography (silica gel, 5... The reactants are BrC=1C=C(C(=O)NC=2SC3=C(N2)C(=CC=C3N3CCOCC3)OC)C=CN1 (2-bromo-N-(4-methoxy-7-morpholin-4-yl-benzothiazol-2-yl)-isonicotinamide), C([O-])([O-])=O.[Cs+].[Cs+] (cesium carbonate), COC1CCNCC1 (4-methoxy-piperidine). The product is COC1=CC=C(C2=C1N=C(S2)NC(C2=CC(=NC=C2)N2CCC(CC2)OC)=O)N2CCOCC2 (N-(4-Methoxy-7-morpholin-4-yl-benzothiazol-2-yl)-2-(4-methoxy-piperidin-1-yl)-isonicotinamide). Reaction SMILES: Br[C:2]1[CH:3]=[C:4]([CH:25]=[CH:26][N:27]=1)[C:5]([NH:7][C:8]1[S:9][C:10]2[C:16]([N:17]3[CH2:22][CH2:21][O:20][CH2:19][CH2:18]3)=[CH:15][CH:14]=[C:13]([O:23][CH3:24])[C:11]=2[N:12]=1)=[O:6].C(=O)([O-])[O-].[Cs+].[Cs+].[CH3:34][O:35][CH:36]1[CH2:41][CH2:40][NH:39][CH2:38][CH2:37]1>>[CH3:24][O:23][C:13]1[C:11]2[N:12]=[C:8]([NH:7][C:5](=[O:6])[C:4]3[CH:25]=[CH:26][N:27]=[C:2]([N:39]4[CH2:40][CH2:41][CH:36]([O:35][CH3:34])[CH2:37][CH2:38]4)[CH:3]=3)[S:9][C:10]=2[C:16]([N:17]2[CH2:22][CH2:21][O:20][CH2:19][CH2:18]2)=[CH:15][CH:14]=1 |f:1.2.3|. Procedure: From 2-bromo-N-(4-methoxy-7-morpholin-4-yl-benzothiazol-2-yl)-isonicotinamide with cesium carbonate and 4-methoxy-piperidine. ES-MS m/e (%): 484 (M+H+, 100).